From a dataset of the Open Reaction Database (ORD), a public repository of structured organic reaction records. describe an organic reaction: reactants, conditions, products, and yield Starting materials: C(C)N(CCN)CC (2-(diethylamino)-ethylamine), OC1=CC=C(C=2C(C3=CC=CC=C3C(C12)=O)=O)O (1,4-dihydroxyanthracene-9,10-dione), S(=O)([O-])S(=O)[O-].[Na+].[Na+] (sodium dithionite), 2,3-dihydro(leuco)-1,4-dihydroxyanthracene-9,10-dione, Cl (hydrochloric acid). Solvent: C(C)O (ethanol), O (water). Reaction conditions: temperature 90 celsius. Yields the product C(C)N(CCNC1=CC=C(C=2C(C3=CC=CC=C3C(C12)=O)=O)NCCN(CC)CC)CC (1,4-bis-{[2-(diethylamino)ethyl]amino}anthracene-9,10-dione). The yield is 7.6%. RXN SMILES: O[C:2]1[C:15]2[C:14](=[O:16])[C:13]3[C:8](=[CH:9][CH:10]=[CH:11][CH:12]=3)[C:7](=[O:17])[C:6]=2[C:5](O)=[CH:4][CH:3]=1.S(S([O-])=O)([O-])=O.[Na+].[Na+].[CH2:27]([N:29]([CH2:33][CH3:34])[CH2:30][CH2:31][NH2:32])[CH3:28].Cl>O.C(O)C>[CH2:27]([N:29]([CH2:33][CH3:34])[CH2:30][CH2:31][NH:32][C:5]1[C:6]2[C:7](=[O:17])[C:8]3[C:13](=[CH:12][CH:11]=[CH:10][CH:9]=3)[C:14](=[O:16])[C:15]=2[C:2]([NH:32][CH2:31][CH2:30][N:29]([CH2:33][CH3:34])[CH2:27][CH3:28])=[CH:3][CH:4]=1)[CH3:28] |f:1.2.3|. Procedure details: A mixture of 5 g (0.021 mol) of 1,4-dihydroxyanthracene-9,10-dione and 2 g (0.014 mol) of sodium dithionite in 20 ml water is stirred whilst heating under nitrogen at 90° C. until the mixture turns from orange to brown indicating the presence of 2,3-dihydro(leuco)-1,4-dihydroxyanthracene-9,10-dione. To this reaction mixture is added dropwise 20 g (0.17 mol) of 2-(diethylamino)-ethylamine over a 30 minute period. The mixture is heated at 50°-55° C. for 2 hours and 20 ml of ethanol are added. The ...